From a dataset of the Open Reaction Database (ORD), a public repository of structured organic reaction records. describe an organic reaction: reactants, conditions, products, and yield Reactants: CCCCNc1c(C#N)cnc2cc(F)c(OC)cc12, COCCO, [H-], [Na+]. RXN SMILES: [CH2:1]([CH2:2][CH2:3][CH3:4])[NH:5][c:6]1[c:7]([C:19]#[N:20])[cH:8][n:9][c:10]2[cH:11][c:12]([F:18])[c:13]([O:16][CH3:17])[cH:14][c:15]12.[CH3:23][O:24][CH2:25][CH2:26][OH:27].[H-:21].[Na+:22]>>[CH2:1]([CH2:2][CH2:3][CH3:4])[NH:5][c:6]1[c:7]([C:19]#[N:20])[cH:8][n:9][c:10]2[cH:11][c:12]([O:27][CH2:26][CH2:25][O:24][CH3:23])[c:13]([O:16][CH3:17])[cH:14][c:15]12. The product is CCCCNc1c(C#N)cnc2cc(OCCOC)c(OC)cc12. Starting materials: C(C)(C)(C)OC(NC1=C(C=C(C(=C1)N(C)CC(C)C)C)N)=O ([2-amino-5-(isobutyl-methyl-amino)-4-methyl-phenyl]-carbamic acid tert-butyl ester), C(C)(C)(C)OC(CC(C1=CC(=CC=C1)N1N=NC=C1COC1OCCCC1)=O)=O ((RS)-3-oxo-3-{3-[5-(tetrahydro-pyran-2-yloxymethyl)-[1,2,3]triazol-1-yl]-phenyl}-propionic acid tert-butyl ester). Yields the product C(C)(C)(C)OC(NC1=C(C=C(C(=C1)N(C)CC(C)C)C)NC(CC(C1=CC(=CC=C1)N1N=NC=C1COC1OCCCC1)=O)=O)=O ((RS)-[5-(Isobutyl-methyl-amino)-4-methyl-2-(3-oxo-3-{3-[5-(tetrahydro-pyran-2-yloxymethyl)-[1,2,3]triazol-1-yl]-phenyl}-propionylamino)-phenyl]-carbamic acid tert-butyl ester), foam. Yield: 52.0%. RXN SMILES: [C:1]([O:5][C:6](=[O:22])[NH:7][C:8]1[CH:13]=[C:12]([N:14]([CH2:16][CH:17]([CH3:19])[CH3:18])[CH3:15])[C:11]([CH3:20])=[CH:10][C:9]=1[NH2:21])([CH3:4])([CH3:3])[CH3:2].C([O:27][C:28](=O)[CH2:29][C:30](=[O:50])[C:31]1[CH:36]=[CH:35][CH:34]=[C:33]([N:37]2[C:41]([CH2:42][O:43][CH:44]3[CH2:49][CH2:48][CH2:47][CH2:46][O:45]3)=[CH:40][N:39]=[N:38]2)[CH:32]=1)(C)(C)C>>[C:1]([O:5][C:6](=[O:22])[NH:7][C:8]1[CH:13]=[C:12]([N:14]([CH2:16][CH:17]([CH3:18])[CH3:19])[CH3:15])[C:11]([CH3:20])=[CH:10][C:9]=1[NH:21][C:28](=[O:27])[CH2:29][C:30](=[O:50])[C:31]1[CH:36]=[CH:35][CH:34]=[C:33]([N:37]2[C:41]([CH2:42][O:43][CH:44]3[CH2:49][CH2:48][CH2:47][CH2:46][O:45]3)=[CH:40][N:39]=[N:38]2)[CH:32]=1)([CH3:3])([CH3:2])[CH3:4]. Procedure: The title compound was prepared from [2-amino-5-(isobutyl-methyl-amino)-4-methyl-phenyl]-carbamic acid tert-butyl ester (Example J38) (307 mg, 1.0 mmol) and (RS)-3-oxo-3-{3-[5-(tetrahydro-pyran-2-yloxymethyl)-[1,2,3]triazol-1-yl]-phenyl}-propionic acid tert-butyl ester (Example K5) (401 mg, 1.0 mmol) according to the general procedure M. Obtained as a light yellow foam (330 mg, 52%). Reactants: C1(CC1)C1=NC2=C(N1C)C=C(C=C2C)C(=O)O (2-cyclopropyl-1,4-dimethyl-1H-benzimidazole-6-carboxylic acid), Cl.NC(=O)NCC1=CC=C(C=C1)CNC([C@H](N)CCCNC(=N[N+](=O)[O-])N)=O ((R)-N-[[4-(aminocarbonylaminomethyl)phenyl]methyl]-N5 -[amino(nitroimino)methyl]-ornithinamide-hydrochloride), CN(C)C(=[N+](C)C)ON1C2=C(C=CC=C2)N=N1.[B-](F)(F)(F)F (TBTU). The product is NC(=O)NCC1=CC=C(C=C1)CNC([C@H](NC(=O)C=1C=C(C2=C(N(C(=N2)C2CC2)C)C1)C)CCCNC(=N[N+](=O)[O-])N)=O ((R)-N-[[4-(Aminocarbonylaminomethyl)phenyl]methyl]-N5 -[amino(nitroimino)methyl]-N2 -[(2-cyclopropyl-1,4-dimethyl-1H-benzimidazol-6-yl)carbonyl]-ornithinamide). Yield: 51.0%. Reaction SMILES: [CH:1]1([C:4]2[N:8]([CH3:9])[C:7]3[CH:10]=[C:11]([C:15]([OH:17])=O)[CH:12]=[C:13]([CH3:14])[C:6]=3[N:5]=2)[CH2:3][CH2:2]1.Cl.[NH2:19][C:20]([NH:22][CH2:23][C:24]1[CH:29]=[CH:28][C:27]([CH2:30][NH:31][C:32](=[O:45])[C@@H:33]([CH2:35][CH2:36][CH2:37][NH:38][C:39]([NH2:44])=[N:40][N+:41]([O-:43])=[O:42])[NH2:34])=[CH:26][CH:25]=1)=[O:21].CN(C(ON1N=NC2C=CC=CC1=2)=[N+](C)C)C.[B-](F)(F)(F)F>>[NH2:19][C:20]([NH:22][CH2:23][C:24]1[CH:25]=[CH:26][C:27]([CH2:30][NH:31][C:32](=[O:45])[C@@H:33]([CH2:35][CH2:36][CH2:37][NH:38][C:39]([NH2:44])=[N:40][N+:41]([O-:43])=[O:42])[NH:34][C:15]([C:11]2[CH:12]=[C:13]([CH3:14])[C:6]3[N:5]=[C:4]([CH:1]4[CH2:2][CH2:3]4)[N:8]([CH3:9])[C:7]=3[CH:10]=2)=[O:17])=[CH:28][CH:29]=1)=[O:21] |f:1.2,3.4|. Procedure details: Prepared analogously to Example 69a) from 2-cyclopropyl-1,4-dimethyl-1H-benzimidazole-6-carboxylic acid, (R)-N-[[4-(aminocarbonylaminomethyl)phenyl]methyl]-N5 -[amino(nitroimino)methyl]-ornithinamide-hydrochloride and TBTU in a yield of 51% of theory. Starting materials: FC1=CC=C(C=C1)NC(=O)N1CCNCC1 (piperazine-1-carboxylic acid (4-fluoro-phenyl)-amide), C1=CC2=C(C=C1C=O)OCO2 (piperonal). The product is FC1=CC=C(C=C1)NC(=O)N1CCN(CC1)CC1=CC2=C(OCO2)C=C1 (4-Benzo[1,3]dioxol-5-ylmethyl-piperazine-1-carboxylic acid (4-fluoro-phenyl)-amide). As a reaction SMILES: [F:1][C:2]1[CH:7]=[CH:6][C:5]([NH:8][C:9]([N:11]2[CH2:16][CH2:15][NH:14][CH2:13][CH2:12]2)=[O:10])=[CH:4][CH:3]=1.[CH:17]1[C:22]([CH:23]=O)=[CH:21][C:20]2[O:25][CH2:26][O:27][C:19]=2[CH:18]=1>>[F:1][C:2]1[CH:3]=[CH:4][C:5]([NH:8][C:9]([N:11]2[CH2:12][CH2:13][N:14]([CH2:23][C:22]3[CH:17]=[CH:18][C:19]4[O:27][CH2:26][O:25][C:20]=4[CH:21]=3)[CH2:15][CH2:16]2)=[O:10])=[CH:6][CH:7]=1. Procedure: The title compound was prepared from piperazine-1-carboxylic acid (4-fluoro-phenyl)-amide and piperonal. 1H NMR (400 MHz, CDCl3): 7.29-7.24 (m, 2H), 6.98-6.92 (m, 2H), 6.85 (s, 1H), 6.77-6.71 (m, 2H), 6.56 (s, 1H), 5.95 (s, 2H), 3.50-3.45 (m, 6H), 2.45 (t, J=5.1 Hz, 4H). The reactants are O.[OH-].[Li+] (Lithium hydroxide monohydrate), C(C)(=O)N1[C@H](C[C@H](C2=CC(=CC=C12)C=1C=CC(=NC1)C(=O)OC)NC1=NC=C(N=C1)C#N)C (methyl 5-((2S,4R)-1-acetyl-4-((5-cyanopyrazin-2-yl)amino)-2-methyl-1,2,3,4-tetrahydroquinolin-6-yl)picolinate), C(C)(=O)O (Acetic acid), Intermediate 52. The solvent is O (water), O1CCOCC1 (1,4-dioxane). Reaction conditions: time 70 minute. The product is C(C)(=O)N1[C@H](C[C@H](C2=CC(=CC=C12)C=1C=CC(=NC1)C(=O)O)NC1=NC=C(N=C1)C#N)C (5-((2S,4R)-1-acetyl-4-((5-cyanopyrazin-2-yl)amino)-2-methyl-1,2,3,4-tetrahydroquinolin-6-yl)picolinic acid). The yield is 43.0%. Reaction SMILES: O.[OH-].[Li+].[C:4]([N:7]1[C:16]2[C:11](=[CH:12][C:13]([C:17]3[CH:18]=[CH:19][C:20]([C:23]([O:25]C)=[O:24])=[N:21][CH:22]=3)=[CH:14][CH:15]=2)[C@H:10]([NH:27][C:28]2[CH:33]=[N:32][C:31]([C:34]#[N:35])=[CH:30][N:29]=2)[CH2:9][C@@H:8]1[CH3:36])(=[O:6])[CH3:5].C(O)(=O)C>O.O1CCOCC1>[C:4]([N:7]1[C:16]2[C:11](=[CH:12][C:13]([C:17]3[CH:18]=[CH:19][C:20]([C:23]([OH:25])=[O:24])=[N:21][CH:22]=3)=[CH:14][CH:15]=2)[C@H:10]([NH:27][C:28]2[CH:33]=[N:32][C:31]([C:34]#[N:35])=[CH:30][N:29]=2)[CH2:9][C@@H:8]1[CH3:36])(=[O:6])[CH3:5] |f:0.1.2|. Reported procedure: Lithium hydroxide monohydrate (83 mg, 1.97 mmol) in water (5 mL) was added to methyl 5-((2S,4R)-1-acetyl-4-((5-cyanopyrazin-2-yl)amino)-2-methyl-1,2,3,4-tetrahydroquinolin-6-yl)picolinate (for a preparation, see Intermediate 52) (435 mg, 0.983 mmol) in 1,4-dioxane (5 mL) and the reaction mixture stirred at room temperature for 70 mins. Acetic acid (0.169 mL, 2.95 mmol) was added and the resulting mixture stirred for 10 mins. The mixture was filtered, the solid collected was washed with water, th... Starting materials: CNS(=O)(=O)\C=C\C=1C=C2C=CNC2=CC1 ((E)-N-methyl-2-(1H-indole-5-yl)ethenesulphonamide), CN1CCC(CC1)=O (1-methyl-4-piperidone), [OH-].[K+] (potassium hydroxide). Run in IMS, CCOCC (ether). Reaction conditions: time 22 hour. Product: CNS(=O)(=O)\C=C\C=1C=C2C(=CNC2=CC1)C1(CCN(CC1)C)O ((E)-N-Methyl-2-[3-(4-hydroxy-1-methyl-4-piperidinyl)-1H-indol-5-yl]ethenesulphonamide). Yield: 62.5%. Reaction SMILES: [CH3:1][NH:2][S:3](/[CH:6]=[CH:7]/[C:8]1[CH:9]=[C:10]2[C:14](=[CH:15][CH:16]=1)[NH:13][CH:12]=[CH:11]2)(=[O:5])=[O:4].[CH3:17][N:18]1[CH2:23][CH2:22][C:21](=[O:24])[CH2:20][CH2:19]1.[OH-].[K+]>CCOCC>[CH3:1][NH:2][S:3](/[CH:6]=[CH:7]/[C:8]1[CH:9]=[C:10]2[C:14](=[CH:15][CH:16]=1)[NH:13][CH:12]=[C:11]2[C:21]1([OH:24])[CH2:22][CH2:23][N:18]([CH3:17])[CH2:19][CH2:20]1)(=[O:5])=[O:4] |f:2.3|. Procedure details: A mixture of (E)-N-methyl-2-(1H-indole-5-yl)ethenesulphonamide (2.0 g), 1-methyl-4-piperidone (1.62 g) and potassium hydroxide (0.7 g) in IMS (20 mL) was stirred at ambient temperature for 22 hr. The reaction mixture was concentrated and the residue purified by column chromatography on silica gel. Eluting with dichloromethane/ethanol/ammonia (25:10:1) gave an oil which solidified on standing to a brown solid. Trituration with ether provided the product as a white powder (1.85 g, 64% of theory). Reactants: Cc1ccc(S(=O)(=O)OCC2CCc3cccc(-c4ccccc4Cl)c3O2)cc1, CN, CS(C)=O, CCOCC. Product: CNCC1CCc2cccc(-c3ccccc3Cl)c2O1. RXN SMILES: [CH3:1][c:2]1[cH:3][cH:4][c:5]([S:6]([O:7][CH2:12][CH:13]2[O:14][c:15]3[c:16](-[c:23]4[c:24]([Cl:29])[cH:25][cH:26][cH:27][cH:28]4)[cH:17][cH:18][cH:19][c:20]3[CH2:21][CH2:22]2)(=[O:8])=[O:9])[cH:10][cH:11]1.[CH3:30][NH2:31].[CH3:32][S:33]([CH3:34])=[O:35].[CH3:36][CH2:37][O:38][CH2:39][CH3:40]>>[CH2:12]([CH:13]1[O:14][c:15]2[c:16](-[c:23]3[c:24]([Cl:29])[cH:25][cH:26][cH:27][cH:28]3)[cH:17][cH:18][cH:19][c:20]2[CH2:21][CH2:22]1)[NH:31][CH3:30]. Reactants: N1C=C(C2=CC=CC=C12)/C=1/C(=O)OC(\C1\C1=CNC2=CC=CC=C12)=O (2,3-bis(1H-indol-3-yl)maleic anhydride), O (water), C(C1=CC=CC=C1)N (benzylamine). Solvent: CN(C)C=O (DMF). Conditions: temperature 100 celsius, time 2 hour. Product: N1C=C(C2=CC=CC=C12)C=1C(=O)N(C(C1C1=CNC2=CC=CC=C12)=O)CC1=CC=CC=C1 (2,3-bis(1H-indol-3-yl)-N-benzylmaleimide). Yield: 87.8%. RXN SMILES: [NH:1]1[C:9]2[C:4](=[CH:5][CH:6]=[CH:7][CH:8]=2)[C:3]([C:10]2[C:11]([O:13][C:14](=[O:25])[C:15]=2[C:16]2[C:24]3[C:19](=[CH:20][CH:21]=[CH:22][CH:23]=3)[NH:18][CH:17]=2)=O)=[CH:2]1.O.[CH2:27]([NH2:34])[C:28]1[CH:33]=[CH:32][CH:31]=[CH:30][CH:29]=1>CN(C=O)C>[NH:1]1[C:9]2[C:4](=[CH:5][CH:6]=[CH:7][CH:8]=2)[C:3]([C:10]2[C:11]([N:34]([CH2:27][C:28]3[CH:33]=[CH:32][CH:31]=[CH:30][CH:29]=3)[C:14](=[O:25])[C:15]=2[C:16]2[C:24]3[C:19](=[CH:20][CH:21]=[CH:22][CH:23]=3)[NH:18][CH:17]=2)=[O:13])=[CH:2]1. Procedure: To a solution of 2,3-bis(1H-indol-3-yl)maleic anhydride (100 mg, 0.3 mmol) synthesized according to a known method (Tetrahedron, Vol. 44, p. 2887, 1988) and dissolved in DMF (10 mL) and water (10 mL) was added benzylamine (0.13 mL, 1.2 mmol), and the whole was stirred at 100 ° C. for 2 hours. The reaction mixture was concentrated under reduced pressure to remove DMF, and the concentrate was extracted with ethyl acetate. The extract was washed with water, dried over sodium sulfate, and then conce...